From a dataset of the Open Reaction Database (ORD), a public repository of structured organic reaction records. describe an organic reaction: reactants, conditions, products, and yield The reactants are CN(C)C=O (DMF), FC=1C=C(C(=O)O)C=C(C1F)F (3,4,5-trifluorobenzoic acid), C(C#C)Br (propargyl bromide), C([O-])([O-])=O.[K+].[K+] (potassium carbonate). Solvent: C(C)(=O)OCC (ethyl acetate). Reaction conditions: time 30 minute. The product is FC=1C=C(C(=O)OCC#C)C=C(C1F)F (2-propynyl 3,4,5-trifluorobenzoate). Yield: 98.7%. RXN SMILES: CN(C=O)C.[F:6][C:7]1[CH:8]=[C:9]([CH:13]=[C:14]([F:17])[C:15]=1[F:16])[C:10]([OH:12])=[O:11].[CH2:18](Br)[C:19]#[CH:20].C(=O)([O-])[O-].[K+].[K+]>C(OCC)(=O)C>[F:6][C:7]1[CH:8]=[C:9]([CH:13]=[C:14]([F:17])[C:15]=1[F:16])[C:10]([O:12][CH2:20][C:19]#[CH:18])=[O:11] |f:3.4.5|. Reported procedure: To 50 ml of DMF were added 5.0 g of 3,4,5-trifluorobenzoic acid, 4.0 g of propargyl bromide and 4.7 g of potassium carbonate and the mixture obtained was stirred at room temperature for 30 minutes and then heated with stirring at 80° C. for 1 hour. Then, ethyl acetate was added to the reaction mixture and the mixture was filtered through Celite. Water and dilute hydrochloric acid were added to the filtrate in order and it was extracted with ethyl acetate. The organic layer was dried over magnesi... Reactants: [Al+3].[Cl-].[Cl-].[Cl-] (AlCl3), ClC=1C=C(C=CC1Cl)C(CCC(=O)O)C1=CC=CC=C1 (4-(3,4-dichlorophenyl)-4-phenylbutanoic acid), S(=O)(Cl)Cl (thionyl chloride), Cl (HCl). Solvent: C(=S)=S (carbon disulfide), C1(=CC=CC=C1)C (toluene). The product is ClC=1C=C(C=CC1Cl)C1CCC(C2=CC=CC=C12)=O (4-(3,4-Dichlorophenyl)-3,4-dihydro-1-(2H)-naphthalenone). Yield: 48.0%. Reaction SMILES: [Cl:1][C:2]1[CH:3]=[C:4]([CH:9]([C:15]2[CH:20]=[CH:19][CH:18]=[CH:17][CH:16]=2)[CH2:10][CH2:11][C:12]([OH:14])=O)[CH:5]=[CH:6][C:7]=1[Cl:8].S(Cl)(Cl)=O.Cl.[Al+3].[Cl-].[Cl-].[Cl-]>C1(C)C=CC=CC=1.C(=S)=S>[Cl:1][C:2]1[CH:3]=[C:4]([CH:9]2[C:15]3[C:20](=[CH:19][CH:18]=[CH:17][CH:16]=3)[C:12](=[O:14])[CH2:11][CH2:10]2)[CH:5]=[CH:6][C:7]=1[Cl:8] |f:3.4.5.6|. Procedure: A solution of 4-(3,4-dichlorophenyl)-4-phenylbutanoic acid (228 g., 0.74 mole) in toluene (1.2 l.) was treated with thionyl chloride (66 ml., 0.90 mole) and the resulting solution heated at reflux for 75 minutes, with provision made for trapping HCl gas given off from the refluxing reaction solution. The reaction solution was then evaporated under vacuum to about 230 g. of a light brown oil. The oil was dissolved in carbon disulfide (360 ml.) and the resulting solution added to a well stirred su...